From a dataset of the Open Reaction Database (ORD), a public repository of structured organic reaction records. describe an organic reaction: reactants, conditions, products, and yield The reactants are OCCN1CCCCC1, Cc1ccc(S(=O)(=O)Cl)cc1, c1ccncc1. Product: Cc1ccc(S(=O)(=O)OCCN2CCCCC2)cc1. RXN SMILES: [N:1]1([CH2:7][CH2:8][OH:9])[CH2:2][CH2:3][CH2:4][CH2:5][CH2:6]1.[c:10]1([CH3:20])[cH:11][cH:12][c:13]([S:16](=[O:17])(=[O:18])[Cl:19])[cH:14][cH:15]1.[cH:21]1[cH:22][cH:23][n:24][cH:25][cH:26]1>>[N:1]1([CH2:7][CH2:8][O:9][S:16]([c:13]2[cH:12][cH:11][c:10]([CH3:20])[cH:15][cH:14]2)(=[O:17])=[O:18])[CH2:2][CH2:3][CH2:4][CH2:5][CH2:6]1.